Dataset: the Open Reaction Database (ORD), a public repository of structured organic reaction records. Task: describe an organic reaction: reactants, conditions, products, and yield Starting materials: FC1=C(C(=C(C(=C1)[N+](=O)[O-])OC)F)F (1,2,3-trifluoro-4-methoxy-5-nitrobenzene), C([O-])([O-])=O.[K+].[K+] (potassium carbonate), N1(CCNCC1)C(=O)OC(C)(C)C (tert-butyl piperazine-1-carboxylate). Run in C(C)#N (acetonitrile). Reaction conditions: temperature 80 celsius. Yields the product FC1=C(C(=CC(=C1OC)[N+](=O)[O-])F)N1CCN(CC1)C(=O)OC(C)(C)C (tert-butyl 4-(2,6-difluoro-3-methoxy-4-nitrophenyl)piperazine-1-carboxylate). Reaction SMILES: [F:1][C:2]1[CH:7]=[C:6]([N+:8]([O-:10])=[O:9])[C:5]([O:11][CH3:12])=[C:4]([F:13])[C:3]=1F.C(=O)([O-])[O-].[K+].[K+].[N:21]1([C:27]([O:29][C:30]([CH3:33])([CH3:32])[CH3:31])=[O:28])[CH2:26][CH2:25][NH:24][CH2:23][CH2:22]1>C(#N)C>[F:13][C:4]1[C:5]([O:11][CH3:12])=[C:6]([N+:8]([O-:10])=[O:9])[CH:7]=[C:2]([F:1])[C:3]=1[N:24]1[CH2:23][CH2:22][N:21]([C:27]([O:29][C:30]([CH3:33])([CH3:32])[CH3:31])=[O:28])[CH2:26][CH2:25]1 |f:1.2.3|. Reported procedure: To a solution of the product of Example 52A (500 mg, 2.4 mmol) in acetonitrile (20 mL) was added potassium carbonate (660 mg, 4.8 mmol) and tert-butyl piperazine-1-carboxylate (900 mg, 4.8 mmol) and the mixture was heated to 80° C. for 3 hours. After cooling, the mixture was filtered, concentrated and purified by flash chromatography on silica gel (200-300 mesh) eluting with 20/1 petroleum ether/ethyl acetate to provide the title compound. MS: 374 (M+H+).